Dataset: the Open Reaction Database (ORD), a public repository of structured organic reaction records. Task: describe an organic reaction: reactants, conditions, products, and yield Starting materials: COC(=O)C1CC(O)CN1C(=O)OC(C)(C)C, O=CO, CCOC(=O)N=NC(=O)OCC, C1CCOC1, c1ccc(P(c2ccccc2)c2ccccc2)cc1. Yields the product COC(=O)C1CC(OC=O)CN1C(=O)OC(C)(C)C. As a reaction SMILES: [C:1]([CH3:2])([CH3:3])([CH3:4])[O:5][C:6](=[O:7])[N:8]1[CH:9]([C:14](=[O:15])[O:16][CH3:17])[CH2:10][CH:11]([OH:13])[CH2:12]1.[CH:18](=[O:19])[OH:20].[O:40]=[C:41]([O:42][CH2:43][CH3:44])[N:45]=[N:46][C:47]([O:48][CH2:49][CH3:50])=[O:51].[O:52]1[CH2:53][CH2:54][CH2:55][CH2:56]1.[c:21]1([P:22]([c:23]2[cH:24][cH:25][cH:26][cH:27][cH:28]2)[c:29]2[cH:30][cH:31][cH:32][cH:33][cH:34]2)[cH:35][cH:36][cH:37][cH:38][cH:39]1>>[C:1]([CH3:2])([CH3:3])([CH3:4])[O:5][C:6](=[O:7])[N:8]1[CH:9]([C:14](=[O:15])[O:16][CH3:17])[CH2:10][CH:11]([O:13][CH:18]=[O:19])[CH2:12]1.